This data is from the Open Reaction Database (ORD), a public repository of structured organic reaction records. The task is: describe an organic reaction: reactants, conditions, products, and yield RXN SMILES: O.NN.[C:4]([C:6]1[C:7]([N:17]2C(=O)C3=CC=CC=C3C2=O)=[N:8][CH:9]=[C:10]([CH:12]([O:15][CH3:16])[O:13][CH3:14])[N:11]=1)#[N:5]>CO>[NH2:17][C:7]1[C:6]([C:4]#[N:5])=[N:11][C:10]([CH:12]([O:15][CH3:16])[O:13][CH3:14])=[CH:9][N:8]=1 |f:0.1|. Yields the product NC1=NC=C(N=C1C#N)C(OC)OC (2-amino-3-cyano-5-dimethoxymethylpyrazine). Reactants: O.NN (hydrazine hydrate), C(#N)C=1C(=NC=C(N1)C(OC)OC)N1C(C=2C(C1=O)=CC=CC2)=O (3-cyano-5-dimethoxymethyl-2-phthalimidopyrazine). Procedure details: 0.2 g of hydrazine hydrate were added dropwise to a suspension of 2 g of 3-cyano-5-dimethoxymethyl-2-phthalimidopyrazine in 40 ml of absolute methanol at 40° C. Immediately after the addition, the solution became clear, and crystals were precipitated after a few minutes. Chromatography over silica gel gave 0.9 g (75%) of 2-amino-3-cyano-5-dimethoxymethylpyrazine. 1H-NMR (270 MHz, DMSO-d6): δ3.3 (s, 6H), 5.0 (s, 1H), 8.35 (s, 1H). The yield is 75.1%. The solvent is CO (methanol). Starting materials: CC1=C(C(=O)O)C=C(C=C1)[N+](=O)[O-] (2-methyl-5-nitrobenzoic acid), N[C@H](CO)CC1=CC=CC=C1 ((S)-2-amino-3-phenyl-1-propanol). Product: CC1=C(C(=O)N[C@H](CO)CC2=CC=CC=C2)C=C(C=C1)[N+](=O)[O-] ((S)-2-Methyl-N-(3-phenylpropan-1-ol-2-yl)-5-nitrobenzamide). Isolated yield 86.4%. As a reaction SMILES: [CH3:1][C:2]1[CH:10]=[CH:9][C:8]([N+:11]([O-:13])=[O:12])=[CH:7][C:3]=1[C:4]([OH:6])=O.[NH2:14][C@@H:15]([CH2:18][C:19]1[CH:24]=[CH:23][CH:22]=[CH:21][CH:20]=1)[CH2:16][OH:17]>>[CH3:1][C:2]1[CH:10]=[CH:9][C:8]([N+:11]([O-:13])=[O:12])=[CH:7][C:3]=1[C:4]([NH:14][C@@H:15]([CH2:18][C:19]1[CH:24]=[CH:23][CH:22]=[CH:21][CH:20]=1)[CH2:16][OH:17])=[O:6]. Reported procedure: 5 g (27.6 mmol) of 2-methyl-5-nitrobenzoic acid were reacted with 4.2 g (27.6 mmol) of (S)-2-amino-3-phenyl-1-propanol by the method of procedure 3c. 7.5 g (87%) of the product were obtained.